This data is from the Open Reaction Database (ORD), a public repository of structured organic reaction records. The task is: describe an organic reaction: reactants, conditions, products, and yield Reactants: BrCc1nc2cc(Br)ccc2s1, O=C([O-])[O-], NC(=O)c1c(F)ccc(O)c1F, [K+], [K+], CN(C)C=O, O. The product is NC(=O)c1c(F)ccc(OCc2nc3cc(Br)ccc3s2)c1F. As a reaction SMILES: [Br:1][c:2]1[cH:3][cH:4][c:5]2[c:6]([n:7][c:8]([CH2:10][Br:11])[s:9]2)[cH:12]1.[C:25](=[O:26])([O-:27])[O-:28].[F:13][c:14]1[c:15]([C:16](=[O:17])[NH2:18])[c:19]([F:24])[cH:20][cH:21][c:22]1[OH:23].[K+:29].[K+:30].[O:32]=[CH:33][N:34]([CH3:35])[CH3:36].[OH2:31]>>[Br:1][c:2]1[cH:3][cH:4][c:5]2[c:6]([n:7][c:8]([CH2:10][O:23][c:22]3[c:14]([F:13])[c:15]([C:16](=[O:17])[NH2:18])[c:19]([F:24])[cH:20][cH:21]3)[s:9]2)[cH:12]1. Starting materials: S(=O)(Cl)Cl (Thionyl chloride), N[C@H](CC1=CNC2=CC=CC=C12)C(=O)O (D-tryptophan), CO (methanol). Run at time 24 hour. The product is [Cl-].N1C=C(C2=CC=CC=C12)C[C@H](C(=O)OC)[NH3+] ((2R)-3-(1H-indol-3-yl)-1-methoxy-1-oxopropan-2-aminium chloride). Isolated yield 86.0%. RXN SMILES: S(Cl)([Cl:3])=O.[NH2:5][C@@H:6]([C:17]([OH:19])=[O:18])[CH2:7][C:8]1[C:16]2[C:11](=[CH:12][CH:13]=[CH:14][CH:15]=2)[NH:10][CH:9]=1.[CH3:20]O>>[Cl-:3].[NH:10]1[C:11]2[C:16](=[CH:15][CH:14]=[CH:13][CH:12]=2)[C:8]([CH2:7][C@@H:6]([NH3+:5])[C:17]([O:19][CH3:20])=[O:18])=[CH:9]1 |f:3.4|. Procedure: Thionyl chloride (9.87 mmol, 0.72 mL) was added dropwise to a solution of D-tryptophan (1.000 g, 4.89 mmol) in methanol (33 mL). The reaction was heated to reflux with vigorous stirring for 24 h. After cooling, the reaction mixture was concentrated under reduced pressure and residual methanol traces removed by azeotropic distillation with dichloromethane (10 mL) under reduced pressure to give the title compound as a white solid (1.070 g, 86%). Starting materials: CC(C)(C)[O-].[K+] (potassium tert-butylate), ClC1=C(C=CC(=C1)F)CC(=O)NC(C(=O)OC)(C(C)C)C (methyl N-(2-chloro-4-fluorophenylacetyl)-2-amino-2,3-dimethyl-butyrate), O (water). Solvent: O1CCCC1 (tetrahydrofuran), C1(=CC=CC=C1)C (toluene). Run at time 90 minute. Product: ClC1=C(C=CC(=C1)OC)C1C(NC(C1=O)(C)C(C)C)=O (3-(2-chloro-4-methoxyphenyl)-5-isopropyl-5-methyl-pyrrolidine-2,4-dione). Yield: 85.4%. As a reaction SMILES: [Cl:1][C:2]1[CH:7]=[C:6](F)[CH:5]=[CH:4][C:3]=1[CH2:9][C:10]([NH:12][C:13]([CH3:21])([CH:18]([CH3:20])[CH3:19])[C:14]([O:16]C)=O)=[O:11].C[C:23]([O-:26])(C)C.[K+].O>C1(C)C=CC=CC=1.O1CCCC1>[Cl:1][C:2]1[CH:7]=[C:6]([O:26][CH3:23])[CH:5]=[CH:4][C:3]=1[CH:9]1[C:14](=[O:16])[C:13]([CH:18]([CH3:20])[CH3:19])([CH3:21])[NH:12][C:10]1=[O:11] |f:1.2|. Procedure details: 71.4 g (0.226 mol) of methyl N-(2-chloro-4-fluorophenylacetyl)-2-amino-2,3-dimethyl-butyrate, dissolved in 450 ml of absolute toluene, are added dropwise to a suspension of 56 g (0.498 mol) of potassium tert-butylate in 150 ml of absolute tetrahydrofuran at the boil, and stirring is continued for 90 minutes at reflux temperature. After the reaction mixture has cooled to room temperature, 700 ml of water are added, the organic phase is separated off and washed again using 340 ml of water. The com...